Dataset: the Open Reaction Database (ORD), a public repository of structured organic reaction records. Task: describe an organic reaction: reactants, conditions, products, and yield RXN SMILES: [Cl:1][C:2]1[CH:3]=[C:4]([C:12]2[CH:17]=[C:16]([C:18]([F:21])([F:20])[F:19])[N:15]3[N:22]=[CH:23][C:24]([C:25](O)=[O:26])=[C:14]3[N:13]=2)[CH:5]=[CH:6][C:7]=1[C:8]([F:11])([F:10])[F:9].[S:28]([C:32]1[CH:33]=[C:34]([NH2:38])[CH:35]=[CH:36][CH:37]=1)(=[O:31])(=[O:30])[NH2:29]>>[S:28]([C:32]1[CH:33]=[C:34]([NH:38][C:25]([C:24]2[CH:23]=[N:22][N:15]3[C:16]([C:18]([F:19])([F:20])[F:21])=[CH:17][C:12]([C:4]4[CH:5]=[CH:6][C:7]([C:8]([F:10])([F:9])[F:11])=[C:2]([Cl:1])[CH:3]=4)=[N:13][C:14]=23)=[O:26])[CH:35]=[CH:36][CH:37]=1)(=[O:30])(=[O:31])[NH2:29]. Yields the product S(N)(=O)(=O)C=1C=C(C=CC1)NC(=O)C=1C=NN2C1N=C(C=C2C(F)(F)F)C2=CC(=C(C=C2)C(F)(F)F)Cl (5-(3-Chloro-4-trifluoromethyl-phenyl)-7-trifluoromethyl-pyrazolo[1,5-a]pyrimidine-3-carboxylic acid(3-sulfamoyl-phenyl)-amide). Starting materials: ClC=1C=C(C=CC1C(F)(F)F)C1=NC=2N(C(=C1)C(F)(F)F)N=CC2C(=O)O (5-(3-chloro-4-trifluoromethyl-phenyl)-7-trifluoromethyl-pyrazolo[1,5-a]pyrimidine-3-carboxylic acid), S(N)(=O)(=O)C=1C=C(C=CC1)N (3-sulfamoyl-phenylamine). Reported procedure: The title compound was prepared from 5-(3-chloro-4-trifluoromethyl-phenyl)-7-trifluoromethyl-pyrazolo[1,5-a]pyrimidine-3-carboxylic acid (example C.17) and 3-sulfamoyl-phenylamine [commercially available] according to general procedure II. Yellow solid. MS (ISP) 562.1 [(M+H)+]; mp 287° C. Reactants: CC(C)(C)OC(=O)c1ccc(Br)cc1NC(=O)c1ccccc1, CCCCC([Sn])=C(CCCC)CCCC, Cc1ccccc1, c1ccc(P(c2ccccc2)(c2ccccc2)[Pd](P(c2ccccc2)(c2ccccc2)c2ccccc2)(P(c2ccccc2)(c2ccccc2)c2ccccc2)P(c2ccccc2)(c2ccccc2)c2ccccc2)cc1. The product is C=Cc1ccc(C(=O)OC(C)(C)C)c(NC(=O)c2ccccc2)c1. RXN SMILES: [C:1]([c:2]1[cH:3][cH:4][cH:5][cH:6][cH:7]1)(=[O:8])[NH:9][c:10]1[c:11]([C:12](=[O:13])[O:14][C:15]([CH3:16])([CH3:17])[CH3:18])[cH:19][cH:20][c:21]([Br:23])[cH:22]1.[CH2:24]([CH2:25][CH2:37][CH3:38])[C:26]([Sn:27])=[C:28]([CH2:29][CH2:30][CH2:31][CH3:32])[CH2:33][CH2:34][CH2:35][CH3:36].[CH3:116][c:117]1[cH:118][cH:119][cH:120][cH:121][cH:122]1.[cH:39]1[cH:40][cH:41][c:42]([P:43]([Pd:44]([P:45]([c:46]2[cH:47][cH:48][cH:49][cH:50][cH:51]2)([c:52]2[cH:53][cH:54][cH:55][cH:56][cH:57]2)[c:58]2[cH:59][cH:60][cH:61][cH:62][cH:63]2)([P:64]([c:65]2[cH:66][cH:67][cH:68][cH:69][cH:70]2)([c:71]2[cH:72][cH:73][cH:74][cH:75][cH:76]2)[c:77]2[cH:78][cH:79][cH:80][cH:81][cH:82]2)[P:83]([c:84]2[cH:85][cH:86][cH:87][cH:88][cH:89]2)([c:90]2[cH:91][cH:92][cH:93][cH:94][cH:95]2)[c:96]2[cH:97][cH:98][cH:99][cH:100][cH:101]2)([c:102]2[cH:103][cH:104][cH:105][cH:106][cH:107]2)[c:108]2[cH:109][cH:110][cH:111][cH:112][cH:113]2)[cH:114][cH:115]1>>[C:1]([c:2]1[cH:3][cH:4][cH:5][cH:6][cH:7]1)(=[O:8])[NH:9][c:10]1[c:11]([C:12](=[O:13])[O:14][C:15]([CH3:16])([CH3:17])[CH3:18])[cH:19][cH:20][c:21]([CH:24]=[CH2:25])[cH:22]1. Reactants: CCn1nccc1-c1csc(C(=O)OC)c1, C1CCOC1, O=C1CCC(=O)N1Br. The product is CCn1ncc(Br)c1-c1csc(C(=O)OC)c1. As a reaction SMILES: [CH2:1]([CH3:2])[n:3]1[n:4][cH:5][cH:6][c:7]1-[c:8]1[cH:9][c:10]([C:13](=[O:14])[O:15][CH3:16])[s:11][cH:12]1.[CH2:25]1[O:26][CH2:27][CH2:28][CH2:29]1.[O:17]=[C:18]1[N:19]([Br:24])[C:20](=[O:21])[CH2:22][CH2:23]1>>[CH2:1]([CH3:2])[n:3]1[n:4][cH:5][c:6]([Br:24])[c:7]1-[c:8]1[cH:9][c:10]([C:13](=[O:14])[O:15][CH3:16])[s:11][cH:12]1. The reactants are CC=1NC=C(N1)C(F)(F)F (2-methyl-4-(trifluoromethyl)-1H-imidazole), CC=1NC=C(N1)C(F)(F)F (2-methyl-4-(trifluoromethyl)-1H-imidazole), C1CC(=O)N(C1=O)I (NIS). Solvent: CC#N (CH3CN), O (H2O). Conditions: time 8 hour. Yields the product IC1=C(N=C(N1)C)C(F)(F)F (5-Iodo-2-methyl-4-(trifluoromethyl)-1H-imidazole). Reaction SMILES: [CH3:1][C:2]1[NH:3][CH:4]=[C:5]([C:7]([F:10])([F:9])[F:8])[N:6]=1.C1C(=O)N([I:18])C(=O)C1>CC#N.O>[I:18][C:4]1[NH:3][C:2]([CH3:1])=[N:6][C:5]=1[C:7]([F:10])([F:9])[F:8]. Reported procedure: Into a 50-mL round-bottom flask, was placed a solution of 2-methyl-4-(trifluoromethyl)-1H-imidazole (compound 16.2, 1.72 g, 11.46 mmol) in CH3CN (25 mL). NIS (3.87 g, 17.20 mmol) was added to the reaction. The reaction mixture was stirred overnight at 85. The reaction mixture diluted with 50 mL of H2O and extracted with 3×30 mL of ethyl acetate. The combined organic layers were washed with 2×20 mL of Na2S2O3(sat.) and 2×20 mL of brine, dried over anhydrous sodium sulfate and concentrated under r...